Dataset: the Open Reaction Database (ORD), a public repository of structured organic reaction records. Task: describe an organic reaction: reactants, conditions, products, and yield Reactants: C=O (CH2O), C(CO)N1C(=O)N(C(=O)N(C1=O)CCO)CCO (tris(2-hydroxyethyl) isocyanurate), N1=C(N)N=C(N)N=C1N (melamine), C=O (CH2O), C=O (formaldehyde), OS(=O)(=O)O (H2SO4), N1=C(N)N=C(N)N=C1N (melamine), C(CO)N1C(=O)N(C(=O)N(C1=O)CCO)CCO (tris(2-hydroxyethyl) isocyanurate), C(CO)N1C(=O)N(C(=O)N(C1=O)CCO)CCO (tris(2-hydroxyethyl) isocyanurate), N1=C(N)N=C(N)N=C1N (melamine). Run in O (water). Run at temperature 95 celsius. Yields the product C(CO)N1C(=O)N(C(=O)N(C1=O)CCO)CCO.N1=C(N)N=C(N)N=C1N.C=O (TRIS(2-HYDROXYETHYL) ISOCYANURATE MELAMINE/FORMALDEHYDE). Reaction SMILES: [CH2:1]=[O:2].[CH2:3]([N:6]1[C:13](=[O:14])[N:12]([CH2:15][CH2:16][OH:17])[C:10](=[O:11])[N:9]([CH2:18][CH2:19][OH:20])[C:7]1=[O:8])[CH2:4][OH:5].[N:21]1[C:28]([NH2:29])=[N:27][C:25]([NH2:26])=[N:24][C:22]=1[NH2:23].OS(O)(=O)=O>O>[CH2:15]([N:12]1[C:10](=[O:11])[N:9]([CH2:18][CH2:19][OH:20])[C:7](=[O:8])[N:6]([CH2:3][CH2:4][OH:5])[C:13]1=[O:14])[CH2:16][OH:17].[N:21]1[C:28]([NH2:29])=[N:27][C:25]([NH2:26])=[N:24][C:22]=1[NH2:23].[CH2:1]=[O:2] |f:5.6.7|. Procedure: CH2O, tris(2-hydroxyethyl) isocyanurate and melamine were reacted in a CH2O:tris(2-hydroxyethyl) isocyanurate:melamine molar ratio=2:0.7:0.3. An aqueous formaldehyde solution at 36% by weight/volume was brought to a pH-value of about 1 by addition of dilute H2SO4 ; tris(2-hydroxyethyl) isocyanurate was then added under stirring and at 95° C., and the resulting solution was reacted 4 hours at 95° C. It was diluted with water until lowering the reaction mixture temperature to 60° C., melamine was ... Reactants: FC(C(=O)NCCSC1=CC=C(C=C1)OC)(F)F (2,2,2-Trifluoro-N-(2-(4-methoxyphenylthio)ethyl)acetamide), C=O (paraformaldehyde), C1(=CC=C(C=C1)S(=O)(=O)O)C (p-toluenesulfonic acid). Solvent: C1(=CC=CC=C1)C (toluene). Reaction conditions: temperature 80 celsius, time 8 hour. Yields the product FC(C(=O)N1CCSC2=C(C1)C=C(C=C2)OC)(F)F (2,2,2-Trifluoro-1-(7-methoxy-2,3-dihydrobenzo[f][1,4]thiazepin-4(5H)-yl)ethanone). Isolated yield 70.0%. RXN SMILES: [F:1][C:2]([F:18])([F:17])[C:3]([NH:5][CH2:6][CH2:7][S:8][C:9]1[CH:14]=[CH:13][C:12]([O:15][CH3:16])=[CH:11][CH:10]=1)=[O:4].C=O.[C:21]1(C)C=CC(S(O)(=O)=O)=CC=1>C1(C)C=CC=CC=1>[F:18][C:2]([F:1])([F:17])[C:3]([N:5]1[CH2:21][C:10]2[CH:11]=[C:12]([O:15][CH3:16])[CH:13]=[CH:14][C:9]=2[S:8][CH2:7][CH2:6]1)=[O:4]. Procedure: A mixture of compound 12 (100 mg), paraformaldehyde (100 mg), p-toluenesulfonic acid (60 mg) in toluene (10 mL) was stirred at 80° C. overnight. Filtration, followed by washing with sat. NaHCO3 solution gave crude product 13 in an estimated yield of ˜70% by TLC and NMR. Starting materials: NC(=O)C=1C=C(C=C2C(=NC=NC12)NCC=1C=C(C=CC1)NC(OC(C)(C)C)=O)CO (tert-butyl [3-({[8-(aminocarbonyl)-6-(hydroxymethyl)quinazolin-4-yl]amino}methyl)phenyl]carbamate), Cl (hydrogen chloride), O1CCOCC1 (dioxane). Solvent: CO (methanol). Run at time 3 hour. Yields the product NC=1C=C(C=CC1)[C@@H](C)NC1=NC=NC2=C(C=CC=C12)C(=O)N (4-{[(1R)-1-(3-aminophenyl)ethyl]amino}quinazoline-8-carboxamide). RXN SMILES: [NH2:1][C:2]([C:4]1[CH:5]=[C:6](CO)[CH:7]=[C:8]2[C:13]=1[N:12]=[CH:11][N:10]=[C:9]2[NH:14][CH2:15][C:16]1[CH:17]=[C:18]([NH:22]C(=O)OC(C)(C)C)[CH:19]=[CH:20][CH:21]=1)=[O:3].Cl.O1CCOC[CH2:34]1>CO>[NH2:22][C:18]1[CH:17]=[C:16]([C@H:15]([NH:14][C:9]2[C:8]3[C:13](=[C:4]([C:2]([NH2:1])=[O:3])[CH:5]=[CH:6][CH:7]=3)[N:12]=[CH:11][N:10]=2)[CH3:34])[CH:21]=[CH:20][CH:19]=1. Procedure details: To a solution of tert-butyl [3-({[8-(aminocarbonyl)-6-(hydroxymethyl)quinazolin-4-yl]amino}methyl)phenyl]carbamate (20 mg; 0.05 mmol; 1.00 eq.) in methanol (1 ml) was added 4.0M hydrogen chloride in dioxane (1 ml; 4.00 M; 4.00 mmol; 84.69 eq.). The reaction mixture was stirred at RT for 3 h. Concentrated to obtain title product. MS (M+1) 324. The reactants are COC(=O)C1=C(C=CC=C1)C1=CC=C(CC23CCCCN3C(N(C2=O)C2=CC(=CC(=C2)Cl)Cl)=O)C=C1 (6-[4-(2-methoxycarbonylphenyl)benzyl]-8-(3,5-dichlorophenyl)-1,8-diazabicyclo[4.3.0]nonane-7,9-dione), [OH-].[Na+] (NaOH), Cl (HCl). Run in CO.O (MeOH H2O). Reaction conditions: temperature 50 celsius. Yields the product C(=O)(O)C1=C(C=CC=C1)C1=CC=C(CC23CCCCN3C(N(C2=O)C2=CC(=CC(=C2)Cl)Cl)=O)C=C1 (6-[4-(2-Carboxyphenyl)benzyl]-8-(3,5-dichloro-phenyl)-1,8-diazabicyclo[4.3.0]nonane-7,9-dione). Isolated yield 83.1%. Reaction SMILES: C[O:2][C:3]([C:5]1[CH:10]=[CH:9][CH:8]=[CH:7][C:6]=1[C:11]1[CH:36]=[CH:35][C:14]([CH2:15][C:16]23[C:24](=[O:25])[N:23]([C:26]4[CH:31]=[C:30]([Cl:32])[CH:29]=[C:28]([Cl:33])[CH:27]=4)[C:22](=[O:34])[N:21]2[CH2:20][CH2:19][CH2:18][CH2:17]3)=[CH:13][CH:12]=1)=[O:4].[OH-].[Na+].Cl>CO.O>[C:3]([C:5]1[CH:10]=[CH:9][CH:8]=[CH:7][C:6]=1[C:11]1[CH:12]=[CH:13][C:14]([CH2:15][C:16]23[C:24](=[O:25])[N:23]([C:26]4[CH:27]=[C:28]([Cl:33])[CH:29]=[C:30]([Cl:32])[CH:31]=4)[C:22](=[O:34])[N:21]2[CH2:20][CH2:19][CH2:18][CH2:17]3)=[CH:35][CH:36]=1)([OH:4])=[O:2] |f:1.2,4.5|. Procedure: A solution of 6-[4-(2-methoxycarbonylphenyl)benzyl]-8-(3,5-dichlorophenyl)-1,8-diazabicyclo[4.3.0]nonane-7,9-dione (0.141 g) in MeOH/H2O (5/1 mL) containing NaOH (0.087 g) was heated at 50° C. for 2 h. The reaction mixture was cooled in ice and acidified with 0.5 N HCl. It was extracted with EtOAc and the extract was washed with water, brine, dried (MgSO4), filtered, and concentrated. Purification by chromatography (Silica gel: CHCl3/MeOH: 100/1 to 50/1, Chromatotron) afforded the titled compoun... The reactants are COc1c(C)c(Cc2ccc(OCc3ccccc3)c(C=O)c2)c(OC)c(OC)c1OC, CC#N, [O-][Cl+][O-], [Na+], [Na+], O, OO, O=P([O-])(O)O. Product: COc1c(C)c(Cc2ccc(OCc3ccccc3)c(C(=O)O)c2)c(OC)c(OC)c1OC. RXN SMILES: [CH3:13][O:14][c:15]1[c:16]([CH3:44])[c:17]([CH2:18][c:19]2[cH:20][cH:21][c:22]([O:27][CH2:28][c:29]3[cH:30][cH:31][cH:32][cH:33][cH:34]3)[c:23]([CH:24]=[O:25])[cH:26]2)[c:35]([O:42][CH3:43])[c:36]([O:40][CH3:41])[c:37]1[O:38][CH3:39].[CH3:46][C:47]#[N:48].[Cl+:7]([O-:8])[O-:9].[Na+:10].[Na+:1].[OH2:45].[OH:11][OH:12].[OH:2][P:3](=[O:4])([O-:5])[OH:6]>>[OH:11][C:24]([c:23]1[c:22]([O:27][CH2:28][c:29]2[cH:30][cH:31][cH:32][cH:33][cH:34]2)[cH:21][cH:20][c:19]([CH2:18][c:17]2[c:16]([CH3:44])[c:15]([O:14][CH3:13])[c:37]([O:38][CH3:39])[c:36]([O:40][CH3:41])[c:35]2[O:42][CH3:43])[cH:26]1)=[O:25].